This data is from the Open Reaction Database (ORD), a public repository of structured organic reaction records. The task is: describe an organic reaction: reactants, conditions, products, and yield Starting materials: solution, methylene-carboxylate, [Cl-].[Y+3].[Cl-].[Cl-] (yttrium chloride), C(C)(=O)[O-].[Na+] (sodium acetate). The solvent is [2H]O[2H] (deuterium oxide), [2H]O[2H] (deuterium oxide). Yields the product C(C)(=O)[O-].[Y+3].C(C)(=O)[O-].C(C)(=O)[O-] (yttrium acetate). As a reaction SMILES: [Cl-].[Y+3:2].[Cl-].[Cl-].[C:5]([O-:8])(=[O:7])[CH3:6].[Na+]>[2H]O[2H]>[C:5]([O-:8])(=[O:7])[CH3:6].[Y+3:2].[C:5]([O-:8])(=[O:7])[CH3:6].[C:5]([O-:8])(=[O:7])[CH3:6] |f:0.1.2.3,4.5,7.8.9.10|. Procedure: The same experimental methods were used for this study as were used for Example 8. The starburst polyamidoamine methylene-carboxylate terminated material (0.40g 62.5% active, remainder sodium bromide, 0.12 mmol.) was dissolved in 4-5 ml of deuterium oxide. The resultant pH was 11.5-12, which was lowered to 9.4 with 6 N HC1 prior to the experiment. A solution of yttrium acetate was prepared by dissolving yttrium chloride (0.1125g, .37 mmol.) and sodium acetate (0.0915g, 1.1 mmol.) in 1.5 ml of de... Reactants: 26.0, CC(CC(=O)OC)(C(C=C(Cl)Cl)Cl)C (methyl 3,3-dimethyl-4,6,6-trichloro-5-hexenoate), CC(CC(=O)OC)(C=CC(Cl)(Cl)Cl)C (methyl 3,3-dimethyl-6,6,6-trichloro-4-hexenoate), CC(CC(=O)OC)(C(C=C(Cl)Cl)Cl)C (methyl 3,3-dimethyl-4,6,6-trichloro-5-hexenoate). The product is methyl 2,2-dimethyl-3-(2',2'-dichlorovinyl) cyclopropanecarboxylate, CC1(CC(=O)OC1C=C(Cl)Cl)C (3,3-dimethyl-4-(2',2'-dichlorovinyl)-4-butanolide). The yield is 11.0%. As a reaction SMILES: [CH3:1][C:2]([CH3:14])([CH:8](Cl)[CH:9]=[C:10]([Cl:12])[Cl:11])[CH2:3][C:4]([O:6]C)=[O:5].CC(C)(C=CC(Cl)(Cl)Cl)CC(OC)=O>>[CH3:1][C:2]1([CH3:14])[CH:8]([CH:9]=[C:10]([Cl:12])[Cl:11])[O:6][C:4](=[O:5])[CH2:3]1. Procedure: The procedure of Example 11 was repeated except that a mixture of 26.0 parts of methyl 3,3-dimethyl-4,6,6-trichloro-5-hexenoate and 26.0 parts of methyl 3,3-dimethyl-6,6,6-trichloro-4-hexenoate (mole ratio=1:1) was used in lieu of methyl 3,3-dimethyl-4,6,6-trichloro-5-hexenoate to obtain 37.9 parts of methyl 2,2-dimethyl-3-(2',2'-dichlorovinyl) cyclopropanecarboxylate (yield 85% based on starting material; cis/trans ratio=29:71) and 4.6 parts of 3,3-dimethyl-4-(2',2'-dichlorovinyl)-4-butanolide ... Reactants: O1C(COC2=C1C=CC=C2)C(CBr)O (1-(1,4-Benzodioxan-2-yl)-2-bromoethanol), CCCCCC (hexane), CC1=C(C(=CC=C1)C)NC(=O)CN1CCNCC1 (1-[(2,6-dimethylphenyl)aminocarbonylmethyl]piperazine). Run in C(C)O (ethanol). The product is O1C(COC2=C1C=CC=C2)C(CN2CCN(CC2)CC(=O)NC2=C(C=CC=C2C)C)O (1-[2-(1,4-benzodioxan-2-yl)-2-hydroxyethyl]-4-[(2,6-dimethylphenyl)aminocarbonylmethyl]piperazine). Yield: 106.6%. Reaction SMILES: [O:1]1[C:6]2[CH:7]=[CH:8][CH:9]=[CH:10][C:5]=2[O:4][CH2:3][CH:2]1[CH:11]([OH:14])[CH2:12]Br.[CH3:15][C:16]1[CH:21]=[CH:20][CH:19]=[C:18]([CH3:22])[C:17]=1[NH:23][C:24]([CH2:26][N:27]1[CH2:32][CH2:31][NH:30][CH2:29][CH2:28]1)=[O:25].CCCCCC>C(O)C>[O:1]1[C:6]2[CH:7]=[CH:8][CH:9]=[CH:10][C:5]=2[O:4][CH2:3][CH:2]1[CH:11]([OH:14])[CH2:12][N:30]1[CH2:31][CH2:32][N:27]([CH2:26][C:24]([NH:23][C:17]2[C:18]([CH3:22])=[CH:19][CH:20]=[CH:21][C:16]=2[CH3:15])=[O:25])[CH2:28][CH2:29]1. Reported procedure: 1-(1,4-Benzodioxan-2-yl)-2-bromoethanol (formula H) (12 g) prepared according to J. Med. Chem. 13, 169, (1970), is treated with 1-[(2,6-dimethylphenyl)aminocarbonylmethyl]piperazine (14 g) in 500 ml of ethanol. The remainder of the procedure is described in Example 1 above and 21 g of the 1-[2-(1,4-benzodioxan-2-yl)-2-hydroxyethyl]-4-[(2,6-dimethylphenyl)aminocarbonylmethyl]piperazine is obtained from hexane. The dihydrochloride salt has a melting point of 175°-176° C. The reactants are [BH4-].[Na+] (sodium borohydride), ClC1=C(OC2=CC=C(C=C2)C(C(N2N=CN=C2)F)=O)C=CC(=C1)Cl (1-[4-(2,4-dichlorophenoxy)phenyl]-2-fluoro-2-(1H-1,2,4-triazol-1-yl)ethanone), ice water, resultant mixture. Solvent: CO (methanol), O (water). Run at time 2 hour. Product: ClC1=C(OC2=CC=C(C=C2)C(C(N2N=CN=C2)F)O)C=CC(=C1)Cl (1-[4-(2,4-dichlorophenoxy)phenyl]-2-fluoro-2-(1H-1,2,4-triazol-1-yl)ethanol). Reaction SMILES: [BH4-].[Na+].[Cl:3][C:4]1[CH:25]=[C:24]([Cl:26])[CH:23]=[CH:22][C:5]=1[O:6][C:7]1[CH:12]=[CH:11][C:10]([C:13](=[O:21])[CH:14]([F:20])[N:15]2[CH:19]=[N:18][CH:17]=[N:16]2)=[CH:9][CH:8]=1>CO.O>[Cl:3][C:4]1[CH:25]=[C:24]([Cl:26])[CH:23]=[CH:22][C:5]=1[O:6][C:7]1[CH:12]=[CH:11][C:10]([CH:13]([OH:21])[CH:14]([F:20])[N:15]2[CH:19]=[N:18][CH:17]=[N:16]2)=[CH:9][CH:8]=1 |f:0.1|. Procedure: With stirring, 0.6 g of sodium borohydride is added at 5°-10° C. to a suspension of 12.1 g of 1-[4-(2,4-dichlorophenoxy)phenyl]-2-fluoro-2-(1H-1,2,4-triazol-1-yl)ethanone in 100 ml of methanol and 2 ml of water and the resultant mixture is stirred further first for 1 hour at 5°-10° C. and then for 2 hours at room temperature, whereupon a clear solution gradually forms. This solution is then poured into ice-water and extracted twice with dichloromethane. The organic phase is separated, washed twi... Reactants: N1=CC=C(C=C1)CNC(C)=O (N-(4-Pyridinylmethyl)acetamide), [H-].[Na+] (sodium hydride), CC(C)(C)C=1C=C(C(=O)Cl)C=CC1OCCCCCCCCCCCCCC (3-(1,1-Dimethylethyl)-4-(tetradecyloxy)benzoyl chloride). The solvent is O1CCCC1 (tetrahydrofuran). Yields the product C(C)(=O)N(C(C1=CC(=C(C=C1)OCCCCCCCCCCCCCC)C(C)(C)C)=O)CC1=CC=NC=C1 (N-Acetyl-3-(1,1-dimethylethyl)-4-(tetradecyloxy)-N-(4-pyridinylmethyl)benzamide). The yield is 8.8%. Reaction SMILES: [N:1]1[CH:6]=[CH:5][C:4]([CH2:7][NH:8][C:9](=[O:11])[CH3:10])=[CH:3][CH:2]=1.[H-].[Na+].[CH3:14][C:15]([C:18]1[CH:19]=[C:20]([CH:24]=[CH:25][C:26]=1[O:27][CH2:28][CH2:29][CH2:30][CH2:31][CH2:32][CH2:33][CH2:34][CH2:35][CH2:36][CH2:37][CH2:38][CH2:39][CH2:40][CH3:41])[C:21](Cl)=[O:22])([CH3:17])[CH3:16]>O1CCCC1>[C:9]([N:8]([CH2:7][C:4]1[CH:5]=[CH:6][N:1]=[CH:2][CH:3]=1)[C:21](=[O:22])[C:20]1[CH:24]=[CH:25][C:26]([O:27][CH2:28][CH2:29][CH2:30][CH2:31][CH2:32][CH2:33][CH2:34][CH2:35][CH2:36][CH2:37][CH2:38][CH2:39][CH2:40][CH3:41])=[C:18]([C:15]([CH3:17])([CH3:16])[CH3:14])[CH:19]=1)(=[O:11])[CH3:10] |f:1.2|. Procedure: The title compound is prepared by the procedure of Example 27, using 0.90 g of product from Example 15, 0.316 g of washed 50% sodium hydride, 2.57 g of product from Example 33 and 25 ml of dry tetrahydrofuran. The residue is purified by chromatography (silica gel: 40% ethyl acetate/hexane) to give 0.275 g of desired product as a yellow oil which crystallizes on standing.